Dataset: the Open Reaction Database (ORD), a public repository of structured organic reaction records. Task: describe an organic reaction: reactants, conditions, products, and yield Starting materials: CC1(N(C(C(C1)CC1=CC=CC=C1)=O)C(=O)OC(C)(C)C)C(=O)[O-] (1-(1,1-Dimethylethyl) 2-methyl-5-oxo-4-(phenylmethyl)-1,2-pyrrolidinedicarboxylate), O1CCOCC1 (dioxane). Run in Cl (hydrogen chloride). Reaction conditions: time 2 hour. Yields the product COC([C@H]1NC(C(C1)CC1=CC=CC=C1)=O)=O (methyl-5-oxo-4-(phenylmethyl)-prolinate). As a reaction SMILES: C[C:2]1([C:22]([O-:24])=[O:23])[CH2:6][CH:5]([CH2:7][C:8]2[CH:13]=[CH:12][CH:11]=[CH:10][CH:9]=2)[C:4](=[O:14])[N:3]1C(OC(C)(C)C)=O.O1CCOC[CH2:26]1>Cl>[CH3:26][O:24][C:22](=[O:23])[C@@H:2]1[CH2:6][CH:5]([CH2:7][C:8]2[CH:9]=[CH:10][CH:11]=[CH:12][CH:13]=2)[C:4](=[O:14])[NH:3]1. Reported procedure: 1-(1,1-Dimethylethyl) 2-methyl-5-oxo-4-(phenylmethyl)-1,2-pyrrolidinedicarboxylate (0.415 g, 1.24 mmol) was dissolved in 4M hydrogen chloride in dioxane (2 ml) and stirred at room temperature for 2 hrs. The solvent was evaporated to give a colourless oil which crystallized on standing to give methyl-5-oxo-4-(phenylmethyl)-prolinate as a creamy/white solid (0.205 g). This was used without further purification in the next step. Reactants: CCN(C(C)C)C(C)C, CN1CCCC1=O, Cl, CC(F)(F)C(=O)O, CC(N)C(Oc1ccc2c(cnn2-c2ccc(F)cc2)c1)c1ccc2c(c1)OCC2. Yields the product CC(NC(=O)C(C)(F)F)C(Oc1ccc2c(cnn2-c2ccc(F)cc2)c1)c1ccc2c(c1)OCC2. Reaction SMILES: [CH2:38]([N:39]([CH:40]([CH3:41])[CH3:42])[CH:43]([CH3:44])[CH3:45])[CH3:46].[CH3:48][N:49]1[CH2:50][CH2:51][CH2:52][C:53]1=[O:54].[ClH:47].[F:31][C:32]([C:33](=[O:34])[OH:35])([CH3:36])[F:37].[O:1]1[CH2:2][CH2:3][c:4]2[c:5]1[cH:6][c:7]([CH:10]([CH:11]([CH3:12])[NH2:13])[O:14][c:15]1[cH:16][c:17]3[cH:18][n:19][n:20](-[c:24]4[cH:25][cH:26][c:27]([F:30])[cH:28][cH:29]4)[c:21]3[cH:22][cH:23]1)[cH:8][cH:9]2>>[O:1]1[CH2:2][CH2:3][c:4]2[c:5]1[cH:6][c:7]([CH:10]([CH:11]([CH3:12])[NH:13][C:33]([C:32]([F:31])([CH3:36])[F:37])=[O:34])[O:14][c:15]1[cH:16][c:17]3[cH:18][n:19][n:20](-[c:24]4[cH:25][cH:26][c:27]([F:30])[cH:28][cH:29]4)[c:21]3[cH:22][cH:23]1)[cH:8][cH:9]2.